This data is from the Open Reaction Database (ORD), a public repository of structured organic reaction records. The task is: describe an organic reaction: reactants, conditions, products, and yield Starting materials: BrC=1C=C(C=CC1)C=1C(N(C(=NC1C1=CC=NC=C1)N1C(CCC1)CNC(C)C)C)=O (5-(3-bromo-phenyl)-2-[2-(isopropylamino-methyl)-pyrrolidin-1-yl]-3-methyl-6-pyridin-4-yl-3H-pyrimidin-4-one), C1(CC1)B(O)O (cyclopropyl boronic cid), Pd(PPh)4, CC(C)(C)[O-].[Na+] (NaOtBu). Solvent: C1(=CC=CC=C1)C (toluene). Conditions: temperature 100 celsius, time 1 hour. Product: C1(CC1)C=1C=C(C=CC1)C=1C(N(C(=NC1C1=CC=NC=C1)N1C(CCC1)CNC(C)C)C)=O (5-(3-Cyclopropyl-phenyl)-2-[2-(isopropylamino-methyl)-pyrrolidin-1-yl]-3-methyl-6-pyridin-4-yl-3H-pyrimidin-4-one). RXN SMILES: Br[C:2]1[CH:3]=[C:4]([C:8]2[C:9](=[O:31])[N:10]([CH3:30])[C:11]([N:20]3[CH2:24][CH2:23][CH2:22][CH:21]3[CH2:25][NH:26][CH:27]([CH3:29])[CH3:28])=[N:12][C:13]=2[C:14]2[CH:19]=[CH:18][N:17]=[CH:16][CH:15]=2)[CH:5]=[CH:6][CH:7]=1.[CH:32]1(B(O)O)[CH2:34][CH2:33]1.CC([O-])(C)C.[Na+]>C1(C)C=CC=CC=1>[CH:32]1([C:2]2[CH:3]=[C:4]([C:8]3[C:9](=[O:31])[N:10]([CH3:30])[C:11]([N:20]4[CH2:24][CH2:23][CH2:22][CH:21]4[CH2:25][NH:26][CH:27]([CH3:29])[CH3:28])=[N:12][C:13]=3[C:14]3[CH:19]=[CH:18][N:17]=[CH:16][CH:15]=3)[CH:5]=[CH:6][CH:7]=2)[CH2:34][CH2:33]1 |f:2.3|. Procedure details: To a 100 mL RBF, was added 5-(3-bromo-phenyl)-2-[2-(isopropylamino-methyl)-pyrrolidin-1-yl]-3-methyl-6-pyridin-4-yl-3H-pyrimidin-4-one (0.4 g, 0.82 mmol), 30 mL toluene, and cyclopropyl boronic cid (86 mg, 1.0 mmol). The mixture was degassed by nitrogen bubbled through for 1 h. After added Pd(PPh)4 (30 mg, 0.025 mmol) and NaOtBu (0.24 g, 2.5 mmol), the mixture was warmed up to 100° C. and stirred for 1 h under nitrogen. The mixture was cooled down to rt, and vacuumed down all volatile composites... Starting materials: CCO, COc1ccc(C(C#Cc2ccccc2)CCN2C(=O)c3ccccc3C2=O)cc1OC1CCCC1, NN, C1CCOC1, O, O. Product: COc1ccc(C(C#Cc2ccccc2)CCN)cc1OC1CCCC1. As a reaction SMILES: [CH3:41][CH2:42][OH:43].[CH:1]1([O:6][c:7]2[cH:8][c:9]([CH:15]([CH2:16][CH2:17][N:18]3[C:19](=[O:20])[c:21]4[cH:22][cH:23][cH:24][cH:25][c:26]4[C:27]3=[O:28])[C:29]#[C:30][c:31]3[cH:32][cH:33][cH:34][cH:35][cH:36]3)[cH:10][cH:11][c:12]2[O:13][CH3:14])[CH2:2][CH2:3][CH2:4][CH2:5]1.[NH2:38][NH2:39].[O:44]1[CH2:45][CH2:46][CH2:47][CH2:48]1.[OH2:37].[OH2:40]>>[CH:1]1([O:6][c:7]2[cH:8][c:9]([CH:15]([CH2:16][CH2:17][NH2:18])[C:29]#[C:30][c:31]3[cH:32][cH:33][cH:34][cH:35][cH:36]3)[cH:10][cH:11][c:12]2[O:13][CH3:14])[CH2:2][CH2:3][CH2:4][CH2:5]1. Product: FC1=CC=C(COC2=CC(N(C=C2)C2=CC=C(C=C2)OCCN)=O)C=C1 (4-(4-fluorobenzyloxy)-1-[4-(2-aminoethoxy)phenyl]-1H-pyridin-2-one). Procedure details: Triphenylphosphine (50 mg) was added to THF (5 mL)-water (1 mL) solution of 4-(4-fluorobenzyloxy)-1-[4-(2-azidoethoxy)phenyl]-1H-pyridin-2-one (50 mg), and stirred at 80° C. for 2 hours. Allowing the reaction liquid to cool off, 1N hydrochloric acid was added, followed by washing with diethyl ether. The aqueous layer was rendered basic by addition of 1N aqueous sodium hydroxide, extracted with chloroform and dried over anhydrous magnesium sulfate. Concentrating the solvent under reduced pressure... The yield is 21.0%. Solvent: O (water). Reactants: Cl (hydrochloric acid), C1(=CC=CC=C1)P(C1=CC=CC=C1)C1=CC=CC=C1 (Triphenylphosphine), C1CCOC1 (THF), FC1=CC=C(COC2=CC(N(C=C2)C2=CC=C(C=C2)OCCN=[N+]=[N-])=O)C=C1 (4-(4-fluorobenzyloxy)-1-[4-(2-azidoethoxy)phenyl]-1H-pyridin-2-one). Run at temperature 80 celsius, time 2 hour. RXN SMILES: C1(P(C2C=CC=CC=2)C2C=CC=CC=2)C=CC=CC=1.C1COCC1.[F:25][C:26]1[CH:52]=[CH:51][C:29]([CH2:30][O:31][C:32]2[CH:37]=[CH:36][N:35]([C:38]3[CH:43]=[CH:42][C:41]([O:44][CH2:45][CH2:46][N:47]=[N+]=[N-])=[CH:40][CH:39]=3)[C:34](=[O:50])[CH:33]=2)=[CH:28][CH:27]=1.Cl>O>[F:25][C:26]1[CH:27]=[CH:28][C:29]([CH2:30][O:31][C:32]2[CH:37]=[CH:36][N:35]([C:38]3[CH:43]=[CH:42][C:41]([O:44][CH2:45][CH2:46][NH2:47])=[CH:40][CH:39]=3)[C:34](=[O:50])[CH:33]=2)=[CH:51][CH:52]=1. Starting materials: OC1=C(C=C(C=C1)[N+](=O)[O-])NCC1=C(C=CC(=C1)[N+](=O)[O-])O (N-(2'-hydroxy-5'-nitrophenyl)-2-hydroxy-5-nitrobenzylamine), CO (methanol), Cl (hydrochloric acid). Reagents/catalysts: [Pd] (palladium). Product: Cl.Cl.Cl.OC1=C(C=C(C=C1)N)NCC1=C(C=CC(=C1)N)O (N-(2'-Hydroxy-5'-aminophenyl)-2-hydroxy-5-aminobenzylamine trihydrochloride). Reaction SMILES: [OH:1][C:2]1[CH:7]=[CH:6][C:5]([N+:8]([O-])=O)=[CH:4][C:3]=1[NH:11][CH2:12][C:13]1[CH:18]=[C:17]([N+:19]([O-])=O)[CH:16]=[CH:15][C:14]=1[OH:22].CO.[ClH:25]>[Pd]>[ClH:25].[ClH:25].[ClH:25].[OH:1][C:2]1[CH:7]=[CH:6][C:5]([NH2:8])=[CH:4][C:3]=1[NH:11][CH2:12][C:13]1[CH:18]=[C:17]([NH2:19])[CH:16]=[CH:15][C:14]=1[OH:22] |f:4.5.6.7|. Reported procedure: 16 g. of N-(2'-hydroxy-5'-nitrophenyl)-2-hydroxy-5-nitrobenzylamine was dissolved in 150 ml. of methanol. After addition of 2 g. of palladium/C as catalyst, the catalytic reduction was effected for about 3 hours. The precipitated crystals were dissolved in concentrated hydrochloric acid and filtered. The filtrate was concentrated, charged with 100 ml. of an alcohol and heated for 2 hours to obtain the end product in the form of white crystals. The melting point of the end product was 200°-240° C...